From a dataset of the Open Reaction Database (ORD), a public repository of structured organic reaction records. describe an organic reaction: reactants, conditions, products, and yield Reactants: BrC1=CC=C2C=NC(=NN21)NC2=CC=C(C=C2)N2CCN(CC2)C ((7-Bromo-pyrrolo[2,1-f][1,2,4]triazin-2-yl)-[4-(4-methyl-piperazin-1-yl)-phenyl]-amine), OCC=1C=C(C=CC1)B(O)O ((3-Hydroxymethylphenyl)-boronic acid). The product is CN1CCN(CC1)C1=CC=C(C=C1)NC1=NN2C(C=N1)=CC=C2C=2C=C(C=CC2)CO ((3-{2-[4-(4-Methyl-piperazin-1-yl)-phenylamino]-pyrrolo[2,1-f][1,2,4]triazin-7-yl}-phenyl)-methanol). Isolated yield 81.4%. Reaction SMILES: Br[C:2]1[N:10]2[C:5]([CH:6]=[N:7][C:8]([NH:11][C:12]3[CH:17]=[CH:16][C:15]([N:18]4[CH2:23][CH2:22][N:21]([CH3:24])[CH2:20][CH2:19]4)=[CH:14][CH:13]=3)=[N:9]2)=[CH:4][CH:3]=1.[OH:25][CH2:26][C:27]1[CH:28]=[C:29](B(O)O)[CH:30]=[CH:31][CH:32]=1>>[CH3:24][N:21]1[CH2:22][CH2:23][N:18]([C:15]2[CH:14]=[CH:13][C:12]([NH:11][C:8]3[N:7]=[CH:6][C:5]4=[CH:4][CH:3]=[C:2]([C:29]5[CH:28]=[C:27]([CH2:26][OH:25])[CH:32]=[CH:31][CH:30]=5)[N:10]4[N:9]=3)=[CH:17][CH:16]=2)[CH2:19][CH2:20]1. Reported procedure: Analogous to Example 1497, (7-Bromo-pyrrolo[2,1-f][1,2,4]triazin-2-yl)-[4-(4-methyl-piperazin-1-yl)-phenyl]-amine (0.125 g, 0.323 mmol) and (3-Hydroxymethylphenyl)-boronic acid (98.1 mg, 0.646 mmol) were reacted to afford (3-{2-[4-(4-Methyl-piperazin-1-yl)-phenylamino]-pyrrolo[2,1-f][1,2,4]triazin-7-yl}-phenyl)-methanol (109 mg; Yield=81.5%). LCMS (HPLC): 0.74 min, m/z=415 (M+H); 1H-NMR (DMSO-d6): 9.22 (s, 1H), 8.93 (s, 1H), 8.19 (s, 1H), 7.99 (d, 1H, J=7.8 Hz), 7.64 (d, 2H, J=9.0 Hz), 7.49 (m, ...